describe an organic reaction: reactants, conditions, products, and yield From a dataset of the Open Reaction Database (ORD), a public repository of structured organic reaction records. Starting materials: NCC#CC1=C(C=C(C=C1)Cl)C(C1=C(C=CC=C1)Cl)=O (3-amino-1-[4-chloro-2-(2-chlorobenzoyl)phenyl]propyne), NCC#CC1=C(C=C(C=C1)Cl)C(C1=CC=CC=C1)=O (3-amino-1-[4-chloro-2-benzoylphenyl]propyne). Yields the product NCC#CC1(C(C=CC=C1)C(C1=C(C=CC=C1)Cl)=O)Cl (3-Amino-1-[1-chloro-2-(2-chlorobenzoyl)phenyl]propyne). As a reaction SMILES: [NH2:1][CH2:2][C:3]#[C:4][C:5]1[CH:10]=[CH:9][C:8](Cl)=[CH:7][C:6]=1[C:12](=[O:20])[C:13]1[CH:18]=[CH:17][CH:16]=[CH:15][C:14]=1[Cl:19].NCC#CC1C=CC([Cl:31])=CC=1C(=O)C1C=CC=CC=1>>[NH2:1][CH2:2][C:3]#[C:4][C:5]1([Cl:31])[CH:10]=[CH:9][CH:8]=[CH:7][CH:6]1[C:12](=[O:20])[C:13]1[CH:18]=[CH:17][CH:16]=[CH:15][C:14]=1[Cl:19]. Procedure details: The preparation of 3-amino-1-[4-chloro-2-(2-chlorobenzoyl)phenyl]propyne was conducted in the same manner as the preparation of 3-amino-1-[4-chloro-2-benzoylphenyl]propyne [Method A] to give pale yellow prisms, mp 81°-82° C. The reactants are BrC1=CSC2=C1C=CC=C2CBr (3-bromo-7-bromomethylbenzothiophene), [N+](=O)([O-])C(C)C (2-nitropropane), Na ethoxide, [Na] (sodium). Run in C(C)O (ethanol). Yields the product BrC1=CSC2=C1C=CC=C2C=O (3-bromo-7-benzothiophene-carbaldehyde). RXN SMILES: [N+](C(C)C)([O-])=[O:2].[Na].[Br:8][C:9]1[C:13]2[CH:14]=[CH:15][CH:16]=[C:17]([CH2:18]Br)[C:12]=2[S:11][CH:10]=1>C(O)C>[Br:8][C:9]1[C:13]2[CH:14]=[CH:15][CH:16]=[C:17]([CH:18]=[O:2])[C:12]=2[S:11][CH:10]=1 |^1:6|. Procedure details: With stirring, 68.2 g (0.74 mole) of 2-nitropropane are added dropwise at room temperature, over a period of 45 minutes, to a Na-ethoxide solution prepared under an argon atmosphere from 14.2 g (0.61 mole) of sodium and 800 ml of abs. ethanol. 137 g (0.61 mole) of 3-bromo-7-bromomethylbenzothiophene are then added dropwise at room temperature, over a period of 1.5 hours, to the resulting white suspension. After the reaction mixture has been stirred for one day, the solvent is evaporated off from... The reactants are NC(CCC1C(CN(CC1)CCSC1=C(C=CC(=C1)F)F)CC(=O)OC)C1=C(C=NC2=CC=C(C=C12)OC)F (methyl (3RS,4RS)-4-[3-(R,S)-amino-3-(3-fluoro-6-methoxyquinolin-4-yl)propyl]-1-[2-(2,5-difluorophenylthio)ethyl]piperidine-3-acetate), [OH-].[Na+] (sodium hydroxide), O1CCOCC1 (dioxane), Cl (hydrochloric acid). Run in O (water), CC(=O)C (acetone). Run at temperature 55 celsius, time 4 hour. Yields the product Cl.NC(CCC1C(CN(CC1)CCSC1=C(C=CC(=C1)F)F)CC(=O)O)C1=C(C=NC2=CC=C(C=C12)OC)F ((3RS,4RS)-4-[3-(R,S)-amino-3-(3-fluoro-6-methoxyquinolin-4-yl)propyl]-1-[2-(2,5-difluorophenylthio)ethyl]piperidine-3-acetic Acid Hydrochloride). As a reaction SMILES: [NH2:1][CH:2]([C:27]1[C:36]2[C:31](=[CH:32][CH:33]=[C:34]([O:37][CH3:38])[CH:35]=2)[N:30]=[CH:29][C:28]=1[F:39])[CH2:3][CH2:4][CH:5]1[CH2:10][CH2:9][N:8]([CH2:11][CH2:12][S:13][C:14]2[CH:19]=[C:18]([F:20])[CH:17]=[CH:16][C:15]=2[F:21])[CH2:7][CH:6]1[CH2:22][C:23]([O:25]C)=[O:24].[OH-].[Na+].O1CCOCC1.[ClH:48]>O.CC(C)=O>[ClH:48].[NH2:1][CH:2]([C:27]1[C:36]2[C:31](=[CH:32][CH:33]=[C:34]([O:37][CH3:38])[CH:35]=2)[N:30]=[CH:29][C:28]=1[F:39])[CH2:3][CH2:4][CH:5]1[CH2:10][CH2:9][N:8]([CH2:11][CH2:12][S:13][C:14]2[CH:19]=[C:18]([F:20])[CH:17]=[CH:16][C:15]=2[F:21])[CH2:7][CH:6]1[CH2:22][C:23]([OH:25])=[O:24] |f:1.2,7.8|. Reported procedure: A mixture of 0.09 g of methyl (3RS,4RS)-4-[3-(R,S)-amino-3-(3-fluoro-6-methoxyquinolin-4-yl)propyl]-1-[2-(2,5-difluorophenylthio)ethyl]piperidine-3-acetate in 0.36-cm3 of a 1 N aqueous sodium hydroxide solution and 3-cm3 of dioxane was heated at a temperature in the region of 55° C., with stirring and under an inert atmosphere, for 4 hours. After cooling in the vicinity of 20° C., the reaction mixture was concentrated to dryness under reduced pressure (2 kPa) at a temperature in the region of 50... The reactants are OC[C@@H]1N[C@H](CC=2C3=CC=CC=C3NC12)C(=O)OC (methyl (1RS,3SR)-trans-1-hydroxymethyl-1,2,3,4-tetrahydro-β-carboline-3-carboxylate), [OH-].[Na+] (NaOH). The solvent is CO (methanol). The product is OC[C@@H]1N[C@H](CC=2C3=CC=CC=C3NC12)C(=O)O ((1RS,3SR)-trans-1-Hydroxymethyl-1,2,3,4-tetrahydro-β-carboline-3-carboxylic acid). Yield: 65.0%. As a reaction SMILES: [OH:1][CH2:2][C@H:3]1[C:15]2[NH:14][C:13]3[C:8](=[CH:9][CH:10]=[CH:11][CH:12]=3)[C:7]=2[CH2:6][C@H:5]([C:16]([O:18]C)=[O:17])[NH:4]1.[OH-].[Na+]>CO>[OH:1][CH2:2][C@H:3]1[C:15]2[NH:14][C:13]3[C:8](=[CH:9][CH:10]=[CH:11][CH:12]=3)[C:7]=2[CH2:6][C@H:5]([C:16]([OH:18])=[O:17])[NH:4]1 |f:1.2|. Procedure: In the same manner as described in Reference Example 2-(1) using methyl (1RS,3SR)-trans-1-hydroxymethyl-1,2,3,4-tetrahydro-β-carboline-3-carboxylate (2.60 g), 10N NaOH (1.2 ml) and methanol (50 ml), there is obtained the title compound (1.60 g, 65%), m.p. 231°-233°C. Procedure details: A mixture of 21.8 g of ethyl (2-ethylthio-2-methylpropionyl)-acetate obtained in Step 1 of Synthesis Example 1, 44.5 g of 2-chloro-5-[4-(2,4-di-tert-amylphenoxy)butyramido]aniline and 500 ml of xylene was refluxed for ten hours. Xylene was distilled off from the reaction mixture, and the residue was recrystallized from acetonitrile to obtain 53 g (yield 87%) of Coupler (2) having a melting point of 121° to 122° C. Reactants: C(C)SC(C(=O)CC(=O)OCC)(C)C (ethyl (2-ethylthio-2-methylpropionyl)-acetate), ClC1=C(N)C=C(C=C1)NC(CCCOC1=C(C=C(C=C1)C(C)(C)CC)C(C)(C)CC)=O (2-chloro-5-[4-(2,4-di-tert-amylphenoxy)butyramido]aniline). Reaction SMILES: [CH2:1]([S:3][C:4]([CH3:14])([CH3:13])[C:5]([CH2:7][C:8]([O:10]CC)=O)=[O:6])[CH3:2].[Cl:15][C:16]1[CH:22]=[CH:21][C:20]([NH:23][C:24](=[O:45])[CH2:25][CH2:26][CH2:27][O:28][C:29]2[CH:34]=[CH:33][C:32]([C:35]([CH2:38][CH3:39])([CH3:37])[CH3:36])=[CH:31][C:30]=2[C:40]([CH2:43][CH3:44])([CH3:42])[CH3:41])=[CH:19][C:17]=1[NH2:18]>C1(C)C(C)=CC=CC=1>[Cl:15][C:16]1[CH:22]=[CH:21][C:20]([NH:23][C:24](=[O:45])[CH2:25][CH2:26][CH2:27][O:28][C:29]2[CH:34]=[CH:33][C:32]([C:35]([CH2:38][CH3:39])([CH3:37])[CH3:36])=[CH:31][C:30]=2[C:40]([CH2:43][CH3:44])([CH3:42])[CH3:41])=[CH:19][C:17]=1[NH:18][C:8](=[O:10])[CH2:7][C:5](=[O:6])[C:4]([S:3][CH2:1][CH3:2])([CH3:13])[CH3:14]. The solvent is C=1(C(=CC=CC1)C)C (xylene). Yield: 87.0%. Product: ClC1=C(NC(CC(C(C)(C)SCC)=O)=O)C=C(C=C1)NC(CCCOC1=C(C=C(C=C1)C(C)(C)CC)C(C)(C)CC)=O (2'-Chloro-5'-[4-(2,4-di-tert-amylphenoxy)butyramido]-(2-ethylthio-2-methylpropionyl)acetanilide). Reactants: C(C)(=O)N1CC2=C(CC1)C(=C(S2)CCCl)CC (6-acetyl-2-(2-chloroethyl)-3-ethyl-4,5,6,7-tetrahydrothieno[2,3-c]pyridine), Cl.FC=1C=CC2=C(OC=C2C2CCNCC2)C1 (4-(6-fluorobenzo(b)furan-3-yl)piperidine hydrochloride), C([O-])([O-])=O.[K+].[K+] (potassium carbonate), [I-].[K+] (potassium iodide). The solvent is CN(C=O)C (dimethylformamide), C1(=CC=CC=C1)C (toluene), O (water). Reaction conditions: temperature 70 celsius, time 7 hour. Yields the product Cl.C(C)(=O)N1CC2=C(CC1)C(=C(S2)CCN2CCC(CC2)C=2C1=C(OC2)C=C(C=C1)F)CC (6-acetyl-3-ethyl-2-(2-(4-(6-fluorobenzo(b)furan-3-yl)piperidin-1-yl)ethyl)-4,5,6,7-tetrahydro-thieno[2,3-c]pyridine hydrochloride). Isolated yield 27.7%. As a reaction SMILES: [C:1]([N:4]1[CH2:9][CH2:8][C:7]2[C:10]([CH2:16][CH3:17])=[C:11]([CH2:13][CH2:14][Cl:15])[S:12][C:6]=2[CH2:5]1)(=[O:3])[CH3:2].Cl.[F:19][C:20]1[CH:21]=[CH:22][C:23]2[C:27]([CH:28]3[CH2:33][CH2:32][NH:31][CH2:30][CH2:29]3)=[CH:26][O:25][C:24]=2[CH:34]=1.C(=O)([O-])[O-].[K+].[K+].[I-].[K+]>CN(C)C=O.C1(C)C=CC=CC=1.O>[ClH:15].[C:1]([N:4]1[CH2:9][CH2:8][C:7]2[C:10]([CH2:16][CH3:17])=[C:11]([CH2:13][CH2:14][N:31]3[CH2:32][CH2:33][CH:28]([C:27]4[C:23]5[CH:22]=[CH:21][C:20]([F:19])=[CH:34][C:24]=5[O:25][CH:26]=4)[CH2:29][CH2:30]3)[S:12][C:6]=2[CH2:5]1)(=[O:3])[CH3:2] |f:1.2,3.4.5,6.7,11.12|. Reported procedure: A mixture of 1.0 g of 6-acetyl-2-(2-chloroethyl)-3-ethyl-4,5,6,7-tetrahydrothieno[2,3-c]pyridine, 0.95 g of 4-(6-fluorobenzo(b)furan-3-yl)piperidine hydrochloride, 3.0 g of potassium carbonate and 1.0 g of potassium iodide in 25 ml of dimethylformamide and 25 ml of toluene was stirred at 70° C. for 7 hours and poured into water. The toluene layer was washed with water, dried over magnesium sulfate and concentrated. The residue was purified by column chromatography on a silica gel and dissolved i... The reactants are OCC=1C=C2C(=C(C(=NC2=CC1)CC(C)C)CNC(OC(C)(C)C)=O)C1=CC=C(C=C1)C (tert-butyl [6-(hydroxymethyl)-2-isobutyl-4-(4-methylphenyl)quinolin-3-yl]methylcarbamate). Reagents/catalysts: [O-2].[O-2].[Mn+4] (manganese dioxide). Solvent: O1CCCC1 (tetrahydrofuran). Reaction conditions: time 12 hour. The product is C(=O)C=1C=C2C(=C(C(=NC2=CC1)CC(C)C)CNC(OC(C)(C)C)=O)C1=CC=C(C=C1)C (tert-butyl [6-formyl-2-isobutyl-4-(4-methylphenyl)quinolin-3-yl]methylcarbamate). Yield: 58.8%. Reaction SMILES: [OH:1][CH2:2][C:3]1[CH:4]=[C:5]2[C:10](=[CH:11][CH:12]=1)[N:9]=[C:8]([CH2:13][CH:14]([CH3:16])[CH3:15])[C:7]([CH2:17][NH:18][C:19](=[O:25])[O:20][C:21]([CH3:24])([CH3:23])[CH3:22])=[C:6]2[C:26]1[CH:31]=[CH:30][C:29]([CH3:32])=[CH:28][CH:27]=1>[O-2].[O-2].[Mn+4].O1CCCC1>[CH:2]([C:3]1[CH:4]=[C:5]2[C:10](=[CH:11][CH:12]=1)[N:9]=[C:8]([CH2:13][CH:14]([CH3:15])[CH3:16])[C:7]([CH2:17][NH:18][C:19](=[O:25])[O:20][C:21]([CH3:24])([CH3:23])[CH3:22])=[C:6]2[C:26]1[CH:31]=[CH:30][C:29]([CH3:32])=[CH:28][CH:27]=1)=[O:1] |f:1.2.3|. Procedure: A mixture of tert-butyl [6-(hydroxymethyl)-2-isobutyl-4-(4-methylphenyl)quinolin-3-yl]methylcarbamate (0.46 g, 1.1 mmol), manganese dioxide (chemically treated product, 1.4 g, 16 mmol) and tetrahydrofuran (20 ml) was stirred at room temperature for 12 hrs. The reaction mixture was filtered, and the filtrate was partitioned between ethyl acetate and 1N aqueous sodium hydroxide solution. The organic layer was washed with saturated brine, and dried over anhydrous magnesium sulfate. The solvent was ... Yield: 23.8%. Product: Cl.OC(CNCCCC[C@H](N)C(=O)O)COCCCCCCCCCCCC (Nε-(2-hydroxy-3-dodecyloxypropyl)-L-lysine hydrochloride). Reaction SMILES: [ClH:1].[NH2:2][C@H:3]([C:9]([OH:11])=[O:10])[CH2:4][CH2:5][CH2:6][CH2:7][NH2:8].[OH-].[Na+].[CH2:14]([O:26][CH2:27][CH:28]1[O:30][CH2:29]1)[CH2:15][CH2:16][CH2:17][CH2:18][CH2:19][CH2:20][CH2:21][CH2:22][CH2:23][CH2:24][CH3:25].Cl>O.C(O)(C)C>[ClH:1].[OH:30][CH:28]([CH2:27][O:26][CH2:14][CH2:15][CH2:16][CH2:17][CH2:18][CH2:19][CH2:20][CH2:21][CH2:22][CH2:23][CH2:24][CH3:25])[CH2:29][NH:8][CH2:7][CH2:6][CH2:5][CH2:4][C@@H:3]([C:9]([OH:11])=[O:10])[NH2:2] |f:0.1,2.3,8.9|. Procedure: L-lysine hydrochloride (18.3 g, 0.1 mols) and 2.0 g (0.2 mols) of sodium hydroxide were dissolved in 100 ml of water in a three-necked round flask, and 100 ml of i-propanol were added thereto. Then, 24.2 g (0.1 mols) of dodecylglycidyl ether were added dropwise thereto over a period of 30 minutes while being heat-refluxed and stirred. Further, the mixture was stirred under reflux for 3 hours. It was identified through TLC and gas chromatography that dodecylglycidyl ether disappeared. Thereafter,... Starting materials: C(CCCCCCCCCCC)OCC1CO1 (dodecylglycidyl ether), Cl.N[C@@H](CCCCN)C(=O)O (L-lysine hydrochloride), [OH-].[Na+] (sodium hydroxide), C(CCCCCCCCCCC)OCC1CO1 (dodecylglycidyl ether), Cl (hydrochloric acid). Run in C(C)(C)O (i-propanol), O (water). The solvent is ClCCl (dichloromethane). As a reaction SMILES: C(O)(C(F)(F)F)=O.[C:8]([NH:11][CH2:12][C@H:13]1[O:18][CH2:17][CH2:16][N:15](C(OC(C)(C)C)=O)[CH2:14]1)(=[O:10])[CH3:9]>ClCCl>[NH:15]1[CH2:16][CH2:17][O:18][C@H:13]([CH2:12][NH:11][C:8](=[O:10])[CH3:9])[CH2:14]1. Yields the product N1C[C@H](OCC1)CNC(C)=O ((S)—N-(morpholin-2-ylmethyl)acetamide). Procedure: To a 4:1 solution of dichloromethane and TFA (0.1 M) was added (R)-tert-butyl 2-(acetamidomethyl)morpholine-4-carboxylate. After 1 h the solution was then concentrated in vacuo to give crude (S)—N-(morpholin-2-ylmethyl)acetamide which was used in the next step without further purification. LCMS (m/z) (M+H)=159.0, Rt=0.11 min. The reactants are C(=O)(C(F)(F)F)O (TFA), C(C)(=O)NC[C@@H]1CN(CCO1)C(=O)OC(C)(C)C ((R)-tert-butyl 2-(acetamidomethyl)morpholine-4-carboxylate). Starting materials: C(C)(C)(C)OC(=O)N[C@H]1C[C@H](CC1)C(=O)O ((1S,3R)-3-tert-butoxycarbonylamino-cyclopentanecarboxylic acid), NC1=NC2=CC=CC=C2C=C1 (2-aminoquinoline), C(C)(C)N(CC)C(C)C (diisopropylethylamine), C=1C=CC2=C(C1)N=NN2O (HOBT). The solvent is CN(C)C=O (DMF), C(C)(=O)OCC (ethyl acetate). Conditions: time 8 hour. Yields the product C(C)(C)(C)OC(N[C@@H]1C[C@@H](CC1)C(NC1=NC2=CC=CC=C2C=C1)=O)=O ((1S,3R)-[3-(quinolin-2-ylcarbamoyl)-cyclopentyl]-carbamic acid tert-butyl ester). RXN SMILES: [C:1]([O:5][C:6]([NH:8][C@@H:9]1[CH2:13][CH2:12][C@H:11]([C:14]([OH:16])=O)[CH2:10]1)=[O:7])([CH3:4])([CH3:3])[CH3:2].[NH2:17][C:18]1[CH:27]=[CH:26][C:25]2[C:20](=[CH:21][CH:22]=[CH:23][CH:24]=2)[N:19]=1.C1C=CC2N(O)N=NC=2C=1.C(N(C(C)C)CC)(C)C>CN(C=O)C.C(OCC)(=O)C>[C:1]([O:5][C:6](=[O:7])[NH:8][C@H:9]1[CH2:13][CH2:12][C@@H:11]([C:14](=[O:16])[NH:17][C:18]2[CH:27]=[CH:26][C:25]3[C:20](=[CH:21][CH:22]=[CH:23][CH:24]=3)[N:19]=2)[CH2:10]1)([CH3:2])([CH3:3])[CH3:4]. Procedure: To a solution of Example 191A (91.6 mg, 0.4 mmol) in DMF (4 ml) was added 2-aminoquinoline (64 mg, 0.44 mmol), ED AC (93 mg, 0.48 mmol), HOBT (82 mg, 0.6 mmol), and diisopropylethylamine (0.35 ml, 2 mmol). The mixture was stirred at room temperature overnight, diluted with ethyl acetate, washed with water (2 times) and brine. The organic layer was dried (sodium sulfate), filtered, concentrated under reduced pressure and purified by flash chromatography with 3% methanol/dichloromethane to provide...